Dataset: the Open Reaction Database (ORD), a public repository of structured organic reaction records. Task: describe an organic reaction: reactants, conditions, products, and yield Starting materials: CCOC(=O)c1cc(N2CCN(C(=O)Nc3ccc(F)cc3)CC2)c2ccc(Cl)cc2n1, [Li+], [OH-], O. The product is O=C(O)c1cc(N2CCN(C(=O)Nc3ccc(F)cc3)CC2)c2ccc(Cl)cc2n1. As a reaction SMILES: [Cl:1][c:2]1[cH:3][cH:4][c:5]2[c:6]([N:17]3[CH2:18][CH2:19][N:20]([C:23](=[O:24])[NH:25][c:26]4[cH:27][cH:28][c:29]([F:32])[cH:30][cH:31]4)[CH2:21][CH2:22]3)[cH:7][c:8]([C:12](=[O:13])[O:14][CH2:15][CH3:16])[n:9][c:10]2[cH:11]1.[Li+:34].[OH-:33].[OH2:35]>>[Cl:1][c:2]1[cH:3][cH:4][c:5]2[c:6]([N:17]3[CH2:18][CH2:19][N:20]([C:23](=[O:24])[NH:25][c:26]4[cH:27][cH:28][c:29]([F:32])[cH:30][cH:31]4)[CH2:21][CH2:22]3)[cH:7][c:8]([C:12](=[O:13])[OH:14])[n:9][c:10]2[cH:11]1. Starting materials: FC1=CC=C(C=C1)C(C(CC)(CC1=CC=CC=C1)N(C)C)=O (1-(4-fluorophenyl)-2-dimethylamino-2-benzylbutan-1-one), C([O-])([O-])=O.[K+].[K+] (potassium carbonate), CNC (dimethylamine). Run in CN(C=O)C (dimethylformamide). Run at time 24 hour. The product is CN(C1=CC=C(C=C1)C(C(CC)(CC1=CC=CC=C1)N(C)C)=O)C (1-(4-Dimethylaminophenyl)-2-dimethylamino-2-benzyl-butan-1-one). RXN SMILES: F[C:2]1[CH:7]=[CH:6][C:5]([C:8](=[O:22])[C:9]([N:19]([CH3:21])[CH3:20])([CH2:12][C:13]2[CH:18]=[CH:17][CH:16]=[CH:15][CH:14]=2)[CH2:10][CH3:11])=[CH:4][CH:3]=1.C(=O)([O-])[O-].[K+].[K+].[CH3:29][NH:30][CH3:31]>CN(C)C=O>[CH3:29][N:30]([CH3:31])[C:2]1[CH:7]=[CH:6][C:5]([C:8](=[O:22])[C:9]([N:19]([CH3:21])[CH3:20])([CH2:12][C:13]2[CH:18]=[CH:17][CH:16]=[CH:15][CH:14]=2)[CH2:10][CH3:11])=[CH:4][CH:3]=1 |f:1.2.3|. Reported procedure: A stirred autoclave is filled with 50 g (0.167 mol) of 1-(4-fluorophenyl)-2-dimethylamino-2-benzylbutan-1-one (crude product from B), 300 ml of dimethylformamide and 23.1 g (0.167 mol) of potassium carbonate. 22.6 g (0.5 mol) of dimethylamine are then added under pressure (3-4 bar). The mixture is heated to 100° and stirred at this temperature for 24 hours. Reactants: NC(=O)CBr, CC#N, C1CN2CCN1CC2. Yields the product [Br-], NC(=O)C[N+]12CCN(CC1)CC2. RXN SMILES: [Br:9][CH2:10][C:11](=[O:12])[NH2:13].[CH3:14][C:15]#[N:16].[N:1]12[CH2:2][CH2:3][N:4]([CH2:5][CH2:6]1)[CH2:7][CH2:8]2>>[Br-:9].[N+:1]12([CH2:10][C:11](=[O:12])[NH2:13])[CH2:2][CH2:3][N:4]([CH2:5][CH2:6]1)[CH2:7][CH2:8]2. Reactants: NC(=O)C1CCCc2c(Cc3ccccc3)cccc21, CC(=O)O, O=[Cr](=O)(O)O. The product is NC(=O)C1CCCc2c(C(=O)c3ccccc3)cccc21. RXN SMILES: [CH2:1]([c:2]1[cH:3][cH:4][cH:5][cH:6][cH:7]1)[c:8]1[c:9]2[c:14]([cH:15][cH:16][cH:17]1)[CH:13]([C:18](=[O:19])[NH2:20])[CH2:12][CH2:11][CH2:10]2.[CH3:26][C:27](=[O:28])[OH:29].[Cr:21](=[O:22])([OH:23])([OH:24])=[O:25]>>[C:1]([c:2]1[cH:3][cH:4][cH:5][cH:6][cH:7]1)([c:8]1[c:9]2[c:14]([cH:15][cH:16][cH:17]1)[CH:13]([C:18](=[O:19])[NH2:20])[CH2:12][CH2:11][CH2:10]2)=[O:22]. The reactants are N1=C(C=CC=C1)NN (pyridin-2-yl-hydrazine), COC(C#CC)=O (but-2-ynoic acid methyl ester), CC(C)([O-])C.[K+] (potassium tert butoxide). Solvent: O (water), C(C)(C)(C)O (tert-butanol), C(C)(C)(C)O (tert-butanol). Reaction conditions: time 16 hour. The product is CC1=CC(NN1C1=NC=CC=C1)=O (5-methyl-1-pyridin-2-yl-1,2-dihydro-pyrazol-3-one). The yield is 18.7%. Reaction SMILES: [N:1]1[CH:6]=[CH:5][CH:4]=[CH:3][C:2]=1[NH:7][NH2:8].C[O:10][C:11](=O)[C:12]#[C:13][CH3:14].CC(C)([O-])C.[K+]>C(O)(C)(C)C.O>[CH3:14][C:13]1[N:7]([C:2]2[CH:3]=[CH:4][CH:5]=[CH:6][N:1]=2)[NH:8][C:11](=[O:10])[CH:12]=1 |f:2.3|. Procedure: To a solution of pyridin-2-yl-hydrazine (1 g) in tert-butanol (15 mL) at 30° C. was added but-2-ynoic acid methyl ester (1 g). The reaction vessel was then cooled in an ice bath was treated with potassium tert butoxide (2 g) portionwise. The resulting suspension was stirred at ambient temperature for 16 hours. The tert-butanol was reduced in vacuo and the residue was taken up in water. The aqueous layer was extracted once with DCM. The aqueous layer was then acidified with AcOH to pH=3 and the r... The reactants are C(C)(=O)C1=CC=CC=C1 (Acetophenone), COC(CCCCCCCCCCCCCCCCC)=O (methylstearate), C[O-].[Na+] (sodium methoxide). RXN SMILES: [C:1]([C:4]1[CH:9]=[CH:8][CH:7]=[CH:6][CH:5]=1)(=[O:3])[CH3:2].CO[C:12](=[O:30])[CH2:13][CH2:14][CH2:15][CH2:16][CH2:17][CH2:18][CH2:19][CH2:20][CH2:21][CH2:22][CH2:23][CH2:24][CH2:25][CH2:26][CH2:27][CH2:28]C.[CH3:31][O-].[Na+]>C1(C)C(C)=CC=CC=1>[C:1]([CH2:2][CH2:28][CH2:27][CH2:26][CH2:25][CH2:24][CH2:23][CH2:22][CH2:21][CH2:20][CH2:19][CH2:18][CH2:17][CH2:16][CH2:15][CH2:14][CH2:13][C:12]([CH3:31])=[O:30])(=[O:3])[C:4]1[CH:9]=[CH:8][CH:7]=[CH:6][CH:5]=1 |f:2.3|. Solvent: C=1(C(=CC=CC1)C)C (xylene). Yields the product C(C1=CC=CC=C1)(=O)CCCCCCCCCCCCCCCCCC(=O)C (Benzoylstearoylmethane). Procedure details: Acetophenone (30 grams; 0.25 mol), methylstearate (298 grams; 1.0 mol), xylene (300 ml) and sodium methoxide (17.3 grams; 0.3 mol) were placed into a four-necked, round bottom one liter flask equipped a in Example 1. The mixture was heated with stirring to 135°-140° C. and maintained there for 6 hours under a blanket of nitrogen. The procedure set forth in Example 1 was used to recover the desired product, benzoylstearoylmethane (43 grams; 45 weight percent yield) having a purity of 95%. Starting materials: ClCCl, CC(=O)O, CO, CN1CCC(C(=O)c2cccc(N)c2)CC1, O=C=NC1CCCCC1. Yields the product CN1CCC(C(=O)c2cccc(NC(=O)NC3CCCCC3)c2)CC1. As a reaction SMILES: [CH2:26]([Cl:27])[Cl:28].[CH3:29][C:30](=[O:31])[OH:32].[CH3:33][OH:34].[NH2:1][c:2]1[cH:3][c:4]([C:5](=[O:6])[CH:7]2[CH2:8][CH2:9][N:10]([CH3:13])[CH2:11][CH2:12]2)[cH:14][cH:15][cH:16]1.[O:17]=[C:18]=[N:19][CH:20]1[CH2:21][CH2:22][CH2:23][CH2:24][CH2:25]1>>[NH:1]([c:2]1[cH:3][c:4]([C:5](=[O:6])[CH:7]2[CH2:8][CH2:9][N:10]([CH3:13])[CH2:11][CH2:12]2)[cH:14][cH:15][cH:16]1)[C:18](=[O:17])[NH:19][CH:20]1[CH2:21][CH2:22][CH2:23][CH2:24][CH2:25]1. Reactants: [Br-], C1CCOC1, N#Cc1cccc(-c2ccncc2C=O)c1, [Mg+]c1cc(Cl)cc(Cl)c1. The product is N#Cc1cccc(-c2ccncc2C(O)c2cc(Cl)cc(Cl)c2)c1. Reaction SMILES: [Br-:17].[CH2:27]1[O:28][CH2:29][CH2:30][CH2:31]1.[CH:1](=[O:2])[c:3]1[cH:4][n:5][cH:6][cH:7][c:8]1-[c:9]1[cH:10][c:11]([C:12]#[N:13])[cH:14][cH:15][cH:16]1.[Cl:18][c:19]1[cH:20][c:21]([Mg+:26])[cH:22][c:23]([Cl:25])[cH:24]1>>[CH:1]([OH:2])([c:3]1[cH:4][n:5][cH:6][cH:7][c:8]1-[c:9]1[cH:10][c:11]([C:12]#[N:13])[cH:14][cH:15][cH:16]1)[c:21]1[cH:20][c:19]([Cl:18])[cH:24][c:23]([Cl:25])[cH:22]1. Reactants: [BH4-].[Na+] (sodium borohydride), CON1CCC(CC1)=O (1-methoxy-piperidin-4-one), [Cl-].[NH4+] (ammonium chloride). Run in C(C)O (ethanol), C(C)O (ethanol). Reaction conditions: time 3 hour. Yields the product CON1CCC(CC1)O (1-methoxy-piperidin-4-ol). Yield: 89.8%. Reaction SMILES: [BH4-].[Na+].[CH3:3][O:4][N:5]1[CH2:10][CH2:9][C:8](=[O:11])[CH2:7][CH2:6]1.[Cl-].[NH4+]>C(O)C>[CH3:3][O:4][N:5]1[CH2:10][CH2:9][CH:8]([OH:11])[CH2:7][CH2:6]1 |f:0.1,3.4|. Procedure details: Under an atmosphere of argon, 200 ml ethanol was cooled to 10° C. and 3.7 g sodium borohydride was added. A solution of 25 g 1-methoxy-piperidin-4-one (prepared according to J. Org. Chem. 1961, 26, 1867-74) in 200 ml ethanol was added to the stirred suspension, while the temperature was kept in the range of 15-20° C. Then the mixture was stirred at ambient temperature for 3 hours. 50 ml aqueous ammonium chloride was added slowly and then the solvent evaporated. The residue was purified by chroma...